From a dataset of the Open Reaction Database (ORD), a public repository of structured organic reaction records. describe an organic reaction: reactants, conditions, products, and yield Reactants: C1(=CC=CC=C1)P(C1=CC=CC=C1)(C1=CC=CC=C1)=O (triphenylphosphine oxide), C(=O)(Cl)Cl (phosgene), C(Cl)(Cl)Cl (chloroform). The product is [Cl-].[Cl-].C1(=CC=CC=C1)P(C1=CC=CC=C1)C1=CC=CC=C1.C(Cl)(Cl)Cl (triphenylphosphine dichloride chloroform). RXN SMILES: [C:1]1([P:7](=O)([C:14]2[CH:19]=[CH:18][CH:17]=[CH:16][CH:15]=2)[C:8]2[CH:13]=[CH:12][CH:11]=[CH:10][CH:9]=2)[CH:6]=[CH:5][CH:4]=[CH:3][CH:2]=1.C(Cl)([Cl:23])=O.[CH:25]([Cl:28])([Cl:27])[Cl:26]>>[Cl-:23].[Cl-:26].[C:14]1([P:7]([C:1]2[CH:2]=[CH:3][CH:4]=[CH:5][CH:6]=2)[C:8]2[CH:13]=[CH:12][CH:11]=[CH:10][CH:9]=2)[CH:15]=[CH:16][CH:17]=[CH:18][CH:19]=1.[CH:25]([Cl:28])([Cl:27])[Cl:26] |f:3.4.5.6|. Procedure: In accordance with the invention, triphenylphosphine oxide is reacted with phosgene in chloroform to form a triphenylphosphine dichloride-chloroform adduct. The resulting adduct is reduced with hydrogen to form the desired triphenylphosphine. The reduction may proceed in chloroform as a solvent or in the absence of a solvent. Starting materials: FC(CNC1=CC=C(C(=O)OC)C=C1)(F)F (methyl 4-(2,2,2-trifluoro-ethylamino)-benzoate), CO (MeOH), [OH-].[K+] (KOH). The solvent is O (H2O). The product is FC(CNC1=CC=C(C(=O)O)C=C1)(F)F (4-(2,2,2-Trifluoro-ethylamino)-benzoic acid). Isolated yield 84.7%. RXN SMILES: [F:1][C:2]([F:16])([F:15])[CH2:3][NH:4][C:5]1[CH:14]=[CH:13][C:8]([C:9]([O:11]C)=[O:10])=[CH:7][CH:6]=1.CO.[OH-].[K+]>O>[F:1][C:2]([F:15])([F:16])[CH2:3][NH:4][C:5]1[CH:6]=[CH:7][C:8]([C:9]([OH:11])=[O:10])=[CH:13][CH:14]=1 |f:2.3|. Reported procedure: step d—To a solution of 124 (0.349 g, 1.497 mmol), MeOH (3 mL), H2O (1 mL) was added KOH (0.420 g, 7.48 mmol) and the resulting solution was heated at reflux for 1 h. The MeOH was evaporated and the residue diluted with H2O (15 mL) and acidified to pH of 2 with 6N HCl. The white precipitate was filtered, washed with H2O and air dried to afford 0.278 g (85%) of 126. Starting materials: C1(=CC=CC=C1)P(C1=CC=CC=C1)C1=CC=CC=C1 (triphenylphosphine), ClC=1C=C(CO)C=C(C1)Cl (3,5-dichlorobenzyl alcohol), BrC(C(Br)(Cl)Cl)(Cl)Cl (1,2-dibromotetrachloroethane). Run in C(C)OCC (diethyl ether), C(C)OCC (diethyl ether). Run at temperature 25 celsius, time 2 hour. The product is ClC=1C=C(CBr)C=C(C1)Cl (3,5-dichlorobenzyl bromide). Yield: 100.3%. Reaction SMILES: C1(P(C2C=CC=CC=2)C2C=CC=CC=2)C=CC=CC=1.[Cl:20][C:21]1[CH:22]=[C:23]([CH:26]=[C:27]([Cl:29])[CH:28]=1)[CH2:24]O.[Br:30]C(Cl)(Cl)C(Cl)(Cl)Br>C(OCC)C>[Cl:20][C:21]1[CH:22]=[C:23]([CH:26]=[C:27]([Cl:29])[CH:28]=1)[CH2:24][Br:30]. Reported procedure: A solution of triphenylphosphine (8.1 g) in diethyl ether (100 cm3) was added to a stirred solution of 3,5-dichlorobenzyl alcohol (5 g) and 1,2-dibromotetrachloroethane (9.9 g) in diethyl ether whilst maintaining the reaction temperature below 5° C. When the addition was complete the reaction mixture was allowed to warm to the ambient temperature (ca. 25° C.), and the mixture stirred for a further 2 hours. The precipitated solid was removed by filtration, and the filtrate concentrated by evapora... Reactants: C1COCCO1, CS(=O)(=O)O, ClC(Cl)Cl, CC(C)c1nc(Cl)c(COCc2ccccc2)[nH]1, ClCCl, [Na+], [OH-]. The product is CC(C)c1nc(Cl)c(C=O)[nH]1. RXN SMILES: [CH2:33]1[O:34][CH2:35][CH2:36][O:37][CH2:38]1.[CH3:19][S:20](=[O:21])(=[O:22])[OH:23].[CH:26]([Cl:27])([Cl:28])[Cl:29].[Cl:1][c:2]1[n:3][c:4]([CH:16]([CH3:17])[CH3:18])[nH:5][c:6]1[CH2:7][O:8][CH2:9][c:10]1[cH:11][cH:12][cH:13][cH:14][cH:15]1.[Cl:30][CH2:31][Cl:32].[Na+:25].[OH-:24]>>[Cl:1][c:2]1[n:3][c:4]([CH:16]([CH3:17])[CH3:18])[nH:5][c:6]1[CH:7]=[O:8].